This data is from the Open Reaction Database (ORD), a public repository of structured organic reaction records. The task is: describe an organic reaction: reactants, conditions, products, and yield The reactants are NCC1CC1, ClC(Cl)Cl, Cn1c(=O)c(Oc2ccccc2F)cc2cnc(S(C)(=O)=O)nc21. Yields the product Cn1c(=O)c(Oc2ccccc2F)cc2cnc(NCC3CC3)nc21. Reaction SMILES: [CH:25]1([CH2:28][NH2:29])[CH2:26][CH2:27]1.[CH:30]([Cl:31])([Cl:32])[Cl:33].[F:1][c:2]1[c:3]([O:4][c:5]2[cH:6][c:7]3[c:8]([n:9][c:10]([S:13]([CH3:14])(=[O:15])=[O:16])[n:11][cH:12]3)[n:17]([CH3:20])[c:18]2=[O:19])[cH:21][cH:22][cH:23][cH:24]1>>[F:1][c:2]1[c:3]([O:4][c:5]2[cH:6][c:7]3[c:8]([n:9][c:10]([NH:29][CH2:28][CH:25]4[CH2:26][CH2:27]4)[n:11][cH:12]3)[n:17]([CH3:20])[c:18]2=[O:19])[cH:21][cH:22][cH:23][cH:24]1. Reactants: N([C@@H]([C@@H](C)CC)C(=O)NCC(=O)OCC)C(=O)OC(C)(C)C (Boc-IleGly-OEt), [OH-].[Na+] (NaOH). The solvent is CO (methanol). Product: N([C@@H]([C@@H](C)CC)C(=O)NCC(=O)O)C(=O)OC(C)(C)C (Boc-IleGly-OH). Yield: 96.9%. As a reaction SMILES: [NH:1]([C:16]([O:18][C:19]([CH3:22])([CH3:21])[CH3:20])=[O:17])[C@H:2]([C:7]([NH:9][CH2:10][C:11]([O:13]CC)=[O:12])=[O:8])[C@H:3]([CH2:5][CH3:6])[CH3:4].[OH-].[Na+]>CO>[NH:1]([C:16]([O:18][C:19]([CH3:21])([CH3:20])[CH3:22])=[O:17])[C@H:2]([C:7]([NH:9][CH2:10][C:11]([OH:13])=[O:12])=[O:8])[C@H:3]([CH2:5][CH3:6])[CH3:4] |f:1.2|. Procedure details: Boc-IleGly-OEt (17.4 g, 55.5 mmole) was dissolved in methanol (60 ml), and 2N NaOH (33 ml, 66.6 mmole) was added dropwise thereto while cooling and stirring. The cooling bath was removed, and the solution was stirred for 1 hour at about 15° C. and then neutralized with 6N HCl. Methanol was distilled off, and the solution was adjusted to pH~2 and extracted with ethyl acetate. The thus-obtained ethyl acetate layer was washed with water and dried with MgSO4. Ethyl acetate was distilled off therefro...